From a dataset of the Open Reaction Database (ORD), a public repository of structured organic reaction records. describe an organic reaction: reactants, conditions, products, and yield The reactants are BrCCCBr, O=C([O-])[O-], CC(C)O, ClC(Cl)Cl, [K+], [K+], O=C1CCCc2c(O)cccc21. As a reaction SMILES: [Br:13][CH2:14][CH2:15][CH2:16][Br:17].[C:18](=[O:19])([O-:20])[O-:21].[CH:24]([OH:25])([CH3:26])[CH3:27].[CH:28]([Cl:29])([Cl:30])[Cl:31].[K+:22].[K+:23].[OH:1][c:2]1[c:3]2[c:8]([cH:9][cH:10][cH:11]1)[C:7](=[O:12])[CH2:6][CH2:5][CH2:4]2>>[O:1]([c:2]1[c:3]2[c:8]([cH:9][cH:10][cH:11]1)[C:7](=[O:12])[CH2:6][CH2:5][CH2:4]2)[CH2:16][CH2:15][CH2:14][Br:13]. Yields the product O=C1CCCc2c(OCCCBr)cccc21. The reactants are [Si](C)(C)(C(C)(C)C)OCC1[N@](C1)C(=O)OC(C)(C)C ((S)-tert-butyl 2-((tert-butyldimethylsilyloxy)methyl)aziridine-1-carboxylate), C1(=CC=CC=C1)O (phenol), C(=O)([O-])[O-].[K+].[K+] (K2CO3). Yields the product [Si](C)(C)(C(C)(C)C)OC[C@H](COC1=CC=CC=C1)NC(OC(C)(C)C)=O ((S)-tert-butyl 1-(tert-butyldimethylsilyloxy)-3-phenoxypropan-2-ylcarbamate). Isolated yield 29.9%. Reaction SMILES: [Si:1]([O:8][CH2:9][CH:10]1[CH2:12][N@@:11]1[C:13]([O:15][C:16]([CH3:19])([CH3:18])[CH3:17])=[O:14])([C:4]([CH3:7])([CH3:6])[CH3:5])([CH3:3])[CH3:2].[C:20]1([OH:26])[CH:25]=[CH:24][CH:23]=[CH:22][CH:21]=1.C([O-])([O-])=O.[K+].[K+]>>[Si:1]([O:8][CH2:9][C@@H:10]([NH:11][C:13](=[O:14])[O:15][C:16]([CH3:17])([CH3:18])[CH3:19])[CH2:12][O:26][C:20]1[CH:25]=[CH:24][CH:23]=[CH:22][CH:21]=1)([C:4]([CH3:5])([CH3:6])[CH3:7])([CH3:2])[CH3:3] |f:2.3.4|. Procedure details: (S)-tert-butyl 2-((tert-butyldimethylsilyloxy)methyl)aziridine-1-carboxylate (5.0 g, 17.4 mmol), phenol (4.92 g, 52.3 mmol), K2CO3 (24 g, 174 mmol) and 150 mL of acetonenitrile were mixed, and heated to reflux for 48 h. The mixture was filtrated, and the filtrate was concentrated in vacuo. The residue was dissolved in 100 mL of EA, which was washed with water (50 mL×2), brine (50 mL) and dried with Na2SO4. The solution was concentrated in vacuo to give crude product, which was purified with flas... Reactants: C1(=CC=CC=C1)C=1C=C2C(=CNC2=C(C1)C(=O)N)C=1CCN(CC1)CC1=CC=CC=C1 (5-Phenyl-3-[1-(phenylmethyl)-1,2,3,6-tetrahydro-4-pyridinyl]-1H-indole-7-carboxamide), [H][H] (hydrogen). The reagents and catalysts are [OH-].[OH-].[Pd+2] (Pd(OH)2). The solvent is C(C)O (ethanol), C(C)(=O)O (acetic acid). Product: C1(=CC=CC=C1)C=1C=C2C(=CNC2=C(C1)C(=O)N)C1CCNCC1 (5-Phenyl-3-(4-piperidinyl)-1H-indole-7-carboxamide). Yield: 69.8%. RXN SMILES: [C:1]1([C:7]2[CH:8]=[C:9]3[C:13](=[C:14]([C:16]([NH2:18])=[O:17])[CH:15]=2)[NH:12][CH:11]=[C:10]3[C:19]2[CH2:20][CH2:21][N:22](CC3C=CC=CC=3)[CH2:23][CH:24]=2)[CH:6]=[CH:5][CH:4]=[CH:3][CH:2]=1.[H][H]>C(O)C.C(O)(=O)C.[OH-].[OH-].[Pd+2]>[C:1]1([C:7]2[CH:8]=[C:9]3[C:13](=[C:14]([C:16]([NH2:18])=[O:17])[CH:15]=2)[NH:12][CH:11]=[C:10]3[CH:19]2[CH2:20][CH2:21][NH:22][CH2:23][CH2:24]2)[CH:2]=[CH:3][CH:4]=[CH:5][CH:6]=1 |f:4.5.6|. Procedure details: To the solution of 5-Phenyl-3-[1-(phenylmethyl)-1,2,3,6-tetrahydro-4-pyridinyl]-1H-indole-7-carboxamide (2.66 g, 6.5 mmol) in ethanol (150 mL) and acetic acid (3 mL) was added Pd(OH)2 (20% by weight on carbon) (0.8 g,) at ambient temperature. The solution was stirred under 1 atm of hydrogen for 2 days. The reaction mixture was then filtered through Celite, neutralized with 5% sodium hydroxide solution, and extracted with ethyl acetate. The solvent was removed under reduced pressure to yield the ...